Dataset: the Open Reaction Database (ORD), a public repository of structured organic reaction records. Task: describe an organic reaction: reactants, conditions, products, and yield Starting materials: C1(CC1)NC(C1=CC(=C(C=C1)C)N1C(C2=CC(=CC=C2CC1=O)OC)=O)=O (N-cyclopropyl-3-(7-methoxy-1,3-dioxo-3,4-dihydroisoquinolin-2(1H)-yl)-4-methylbenzamide), [BH4-].[Na+] (NaBH4), Cl (hydrochloric acid). The solvent is CO (Methanol), C(Cl)Cl (methylene chloride). Reaction conditions: time 17 hour. The product is C1(CC1)NC(C1=CC(=C(C=C1)C)N1C(C2=CC(=CC=C2C=C1)OC)=O)=O (N-cyclopropyl-3-(7-methoxy-1-oxoisoquinolin-2(1H)-yl)-4-methylbenzamide). Yield: 88.8%. As a reaction SMILES: [CH:1]1([NH:4][C:5](=[O:27])[C:6]2[CH:11]=[CH:10][C:9]([CH3:12])=[C:8]([N:13]3[C:22](=O)[CH2:21][C:20]4[C:15](=[CH:16][C:17]([O:24][CH3:25])=[CH:18][CH:19]=4)[C:14]3=[O:26])[CH:7]=2)[CH2:3][CH2:2]1.[BH4-].[Na+].Cl>CO.C(Cl)Cl>[CH:1]1([NH:4][C:5](=[O:27])[C:6]2[CH:11]=[CH:10][C:9]([CH3:12])=[C:8]([N:13]3[CH:22]=[CH:21][C:20]4[C:15](=[CH:16][C:17]([O:24][CH3:25])=[CH:18][CH:19]=4)[C:14]3=[O:26])[CH:7]=2)[CH2:3][CH2:2]1 |f:1.2|. Procedure: To a solution of N-cyclopropyl-3-(7-methoxy-1,3-dioxo-3,4-dihydroisoquinolin-2(1H)-yl)-4-methylbenzamide (1 g) in Methanol (20 ml) and methylene chloride (45 ml) under an atmosphere of argon was added NaBH4 (114 mg) portionwise and the reaction stirred at room temperature for 17 hours. Concentrated hydrochloric acid (0.2 ml) was added and the reaction stirred for a further 4 hours. The reaction mixture was concentrated and the resultant solid triturated with ethyl acetate and air dried to yield ... The reactants are C(CCC)(=O)N1CC2=C(N=NC(=C2)NN)CC1 (6-butyryl-3-hydrazino-5,6,7,8-tetrahydropyrido[4,3-c]pyridazine), CC(=O)C (acetone). The product is C(CCC)(=O)N1CC2=C(N=NC(=C2)NN=C(C)C)CC1 (6-Butyryl-3-isopropylidenehydrazino-5,6,7,8-tetrahydropyrido[4,3-c]pyridazine). As a reaction SMILES: [C:1]([N:6]1[CH2:17][CH2:16][C:9]2[N:10]=[N:11][C:12]([NH:14][NH2:15])=[CH:13][C:8]=2[CH2:7]1)(=[O:5])[CH2:2][CH2:3][CH3:4].[CH3:18][C:19]([CH3:21])=O>>[C:1]([N:6]1[CH2:17][CH2:16][C:9]2[N:10]=[N:11][C:12]([NH:14][N:15]=[C:19]([CH3:21])[CH3:18])=[CH:13][C:8]=2[CH2:7]1)(=[O:5])[CH2:2][CH2:3][CH3:4]. Reported procedure: A solution of 3.5 g of crude oily 6-butyryl-3-hydrazino-5,6,7,8-tetrahydropyrido[4,3-c]pyridazine in 20 cc of acetone is heated to the boil at reflux on a water bath for 20 minutes. The title compound has a M.P. of 152°-154° (decomp., from acetone). The reactants are COC1=C(CC(C(=O)OCC)C(=O)C)C=C(C=C1)OC (ethyl α-(2,5-dimethoxybenzyl)acetoacetate), NC1=NC(=CC(=N1)N)N (2,4,6-triaminopyrimidine), C1(=CC=CC=C1)OC1=CC=CC=C1 (diphenyl ether). The solvent is O.C(C)O (water ethanol). Product: NC=1N=C(C2=C(N1)NC(C(=C2C)CC2=C(C=CC(=C2)OC)OC)=O)N (2,4-diamino-5-methyl-6-(2,5-dimethoxybenzyl)-7-oxo-7,8-dihydropyrido [2,3-d]pyrimidine). Yield: 65.8%. RXN SMILES: [CH3:1][O:2][C:3]1[CH:18]=[CH:17][C:16]([O:19][CH3:20])=[CH:15][C:4]=1[CH2:5][CH:6]([C:12]([CH3:14])=O)[C:7]([O:9]CC)=O.[NH2:21][C:22]1[N:27]=[C:26]([NH2:28])[CH:25]=[C:24]([NH2:29])[N:23]=1.C1(OC2C=CC=CC=2)C=CC=CC=1>O.C(O)C>[NH2:21][C:22]1[N:23]=[C:24]([NH2:29])[C:25]2[C:12]([CH3:14])=[C:6]([CH2:5][C:4]3[CH:15]=[C:16]([O:19][CH3:20])[CH:17]=[CH:18][C:3]=3[O:2][CH3:1])[C:7](=[O:9])[NH:28][C:26]=2[N:27]=1 |f:3.4|. Procedure: A mixture of ethyl α-(2,5-dimethoxybenzyl)acetoacetate (21.2 g), 2,4,6-triaminopyrimidine (10 g) and diphenyl ether (100 ml) was heated at 190°-230° C. for 1.5 hours in an apparatus fitted with a Dean-Stark trap and water-ethanol (4 ml) was collected. Methanol (200 ml) and ethanel (50 ml) were added to the cooled reaction mixture. The resulting solid was collected by filtration and treated with boiling water (1 l) to give 2,4-diamino-5-methyl-6-(2,5-dimethoxybenzyl)-7-oxo-7,8-dihydropyrido [2,3-... The reagents and catalysts are C=1C=CC(=CC1)/C=C/C(=O)/C=C/C2=CC=CC=C2.C=1C=CC(=CC1)/C=C/C(=O)/C=C/C2=CC=CC=C2.C=1C=CC(=CC1)/C=C/C(=O)/C=C/C2=CC=CC=C2.[Pd].[Pd] (Tris(dibenzylideneacetone)dipalladium). RXN SMILES: [CH3:1][C:2]([C:4]1[CH:9]=[C:8](Br)[CH:7]=[CH:6][C:5]=1[OH:11])=[O:3].[F:12][C:13]([F:24])([F:23])[C:14]1[CH:19]=[CH:18][CH:17]=[CH:16][C:15]=1B(O)O.C(=O)([O-])[O-].[K+].[K+].Cl>O1CCOCC1.O.C1C=CC(/C=C/C(/C=C/C2C=CC=CC=2)=O)=CC=1.C1C=CC(/C=C/C(/C=C/C2C=CC=CC=2)=O)=CC=1.C1C=CC(/C=C/C(/C=C/C2C=CC=CC=2)=O)=CC=1.[Pd].[Pd]>[OH:11][C:5]1[CH:6]=[CH:7][C:8]([C:15]2[CH:16]=[CH:17][CH:18]=[CH:19][C:14]=2[C:13]([F:24])([F:23])[F:12])=[CH:9][C:4]=1[C:2](=[O:3])[CH3:1] |f:2.3.4,8.9.10.11.12|. Reported procedure: A mixture of 5-bromo-2-hydroxy acetophenone (3.00 g, 13.9 mmol), 2-(trifluoromethyl)benzeneboronic acid (3.97 g, 20.9 mmol), potassium carbonate (3.86 g, 27.9 mmol) and tetrakistriphenylphosphinepalladium (0) (1.61 g, 1.39 mmol) in 1,4-dioxane (90 mL) and water (18.0 mL) was heated to 50° C. over 2 days under an atmosphere of nitrogen. The reaction was allowed to cool to room temperature and poured into a 1M aqueous solution of hydrogen chloride (50 mL). The aqueous layer was then extracted with... Isolated yield 95.0%. Yields the product OC1=C(C=C(C=C1)C1=C(C=CC=C1)C(F)(F)F)C(C)=O (1-[4-Hydroxy-2′-(trifluoromethyl)biphenyl-3-yl]ethanone). Reactants: CC(=O)C1=C(C=CC(=C1)Br)O (5-bromo-2-hydroxy acetophenone), FC(C1=C(C=CC=C1)B(O)O)(F)F (2-(trifluoromethyl)benzeneboronic acid), C([O-])([O-])=O.[K+].[K+] (potassium carbonate), aqueous solution, Cl (hydrogen chloride). Conditions: temperature 50 celsius. The solvent is O1CCOCC1 (1,4-dioxane), O (water). Reactants: OC(=S)c1ccccc1, C=CCOC(=O)N1CC(O)CC1CCCn1ccnc1, CCOC(C)=O, CCOC(=O)N=NC(=O)OCC, C1CCOC1, c1ccc(P(c2ccccc2)c2ccccc2)cc1. Product: C=CCOC(=O)N1CC(SC(=O)c2ccccc2)CC1CCCn1ccnc1. As a reaction SMILES: [C:52]([c:53]1[cH:54][cH:55][cH:56][cH:57][cH:58]1)(=[S:59])[OH:60].[CH2:1]([CH:2]=[CH2:3])[O:4][C:5](=[O:6])[N:7]1[CH:8]([CH2:13][CH2:14][CH2:15][n:16]2[cH:17][n:18][cH:19][cH:20]2)[CH2:9][CH:10]([OH:12])[CH2:11]1.[CH3:66][CH2:67][O:68][C:69](=[O:70])[CH3:71].[O:40]=[C:41]([O:42][CH2:43][CH3:44])[N:45]=[N:46][C:47]([O:48][CH2:49][CH3:50])=[O:51].[O:61]1[CH2:62][CH2:63][CH2:64][CH2:65]1.[c:21]1([P:22]([c:23]2[cH:24][cH:25][cH:26][cH:27][cH:28]2)[c:29]2[cH:30][cH:31][cH:32][cH:33][cH:34]2)[cH:35][cH:36][cH:37][cH:38][cH:39]1>>[CH2:1]([CH:2]=[CH2:3])[O:4][C:5](=[O:6])[N:7]1[CH:8]([CH2:13][CH2:14][CH2:15][n:16]2[cH:17][n:18][cH:19][cH:20]2)[CH2:9][CH:10]([S:59][C:52]([c:53]2[cH:54][cH:55][cH:56][cH:57][cH:58]2)=[O:60])[CH2:11]1. Starting materials: OCCN(S(=O)(=O)C1=CC=C(C=C1)C=1N(C(C(C(=O)O)=CC1)=O)C)CCO (6-[4-[bis(2-hydroxyethyl)aminosulfonyl]phenyl]-1,2-dihydro-1-methyl-2-oxonicotinic acid), ON1C(CCC1=O)=O (N-hydroxysuccinimide), C1(CCCCC1)N=C=NC1CCCCC1 (N,N'-dicyclohexylcarbodiimide). The solvent is CN(C=O)C (dimethylformamide), CN(C=O)C (dimethylformamide). Yields the product OCCN(S(=O)(=O)C1=CC=C(C=C1)C=1N(C(C(C(=O)ON2C(CCC2=O)=O)=CC1)=O)C)CCO (6-[4-[Bis(2-hydroxyethyl)aminosulfonyl]phenyl]-1,2-dihydro-1-methyl-2-oxonicotinic acid, 2,5-dioxo-1-pyrrolidinyl Ester). Reaction SMILES: [OH:1][CH2:2][CH2:3][N:4]([CH2:25][CH2:26][OH:27])[S:5]([C:8]1[CH:13]=[CH:12][C:11]([C:14]2[N:15]([CH3:24])[C:16](=[O:23])[C:17](=[CH:21][CH:22]=2)[C:18]([OH:20])=[O:19])=[CH:10][CH:9]=1)(=[O:7])=[O:6].O[N:29]1[C:33](=[O:34])[CH2:32][CH2:31][C:30]1=[O:35].C1(N=C=NC2CCCCC2)CCCCC1>CN(C)C=O>[OH:1][CH2:2][CH2:3][N:4]([CH2:25][CH2:26][OH:27])[S:5]([C:8]1[CH:9]=[CH:10][C:11]([C:14]2[N:15]([CH3:24])[C:16](=[O:23])[C:17](=[CH:21][CH:22]=2)[C:18]([O:20][N:29]2[C:33](=[O:34])[CH2:32][CH2:31][C:30]2=[O:35])=[O:19])=[CH:12][CH:13]=1)(=[O:7])=[O:6]. Procedure: A solution of 4.43 g. of 6-[4-[bis(2-hydroxyethyl)aminosulfonyl]phenyl]-1,2-dihydro-1-methyl-2-oxonicotinic acid and 1.34 g. of N-hydroxysuccinimide in 60 ml. dimethylformamide was cooled in ice and treated dropwise with a solution of 2.56 g. of N,N'-dicyclohexylcarbodiimide in 5 ml. dimethylformamide. The solution was allowed to warm to room temperature over 16 hours. The mixture was cooled and the N,N'-dicyclohexylurea filtered off. Addition of 180 ml. of isopropanol to the filtrate precipitat... Product: CNC(=O)c1ccc(C)c(Nc2cc(N(C)CC(C)(C)C)nc(NC3CCN(C(=O)OC(C)(C)C)C3)n2)c1. As a reaction SMILES: [C:1]([CH3:2])([CH3:3])([CH3:4])[O:5][C:6](=[O:7])[N:8]1[CH2:9][CH:10]([NH:13][c:14]2[n:15][c:16]([NH:21][c:22]3[c:23]([CH3:32])[cH:24][cH:25][c:26]([C:28]([NH:29][CH3:30])=[O:31])[cH:27]3)[cH:17][c:18]([F:20])[n:19]2)[CH2:11][CH2:12]1.[CH2:50]1[O:51][CH2:52][CH2:53][O:54][CH2:55]1.[CH3:34][NH:35][CH2:36][C:37]([CH3:38])([CH3:39])[CH3:40].[CH:41]([N:42]([CH2:43][CH3:44])[CH:45]([CH3:46])[CH3:47])([CH3:48])[CH3:49].[ClH:33]>>[C:1]([CH3:2])([CH3:3])([CH3:4])[O:5][C:6](=[O:7])[N:8]1[CH2:9][CH:10]([NH:13][c:14]2[n:15][c:16]([NH:21][c:22]3[c:23]([CH3:32])[cH:24][cH:25][c:26]([C:28]([NH:29][CH3:30])=[O:31])[cH:27]3)[cH:17][c:18]([N:35]([CH3:34])[CH2:36][C:37]([CH3:38])([CH3:39])[CH3:40])[n:19]2)[CH2:11][CH2:12]1. The reactants are CNC(=O)c1ccc(C)c(Nc2cc(F)nc(NC3CCN(C(=O)OC(C)(C)C)C3)n2)c1, C1COCCO1, CNCC(C)(C)C, CCN(C(C)C)C(C)C, Cl. Starting materials: C(C)(C)(C)OC(=O)N1[C@@H](C2=CC=CC=C2CC1)C(NC1=C(C=CC=C1F)Cl)=O ((S)-1-(2-chloro-6-fluoro-phenylcarbamoyl)-3,4-dihydro-1H-isoquinoline-2-carboxylic acid tert-butyl ester), C(=O)(C(F)(F)F)O (TFA). Solvent: C(Cl)Cl (CH2Cl2). Conditions: time 1 hour. The product is FC(C(=O)O)(F)F.ClC1=C(C(=CC=C1)F)NC(=O)[C@H]1NCCC2=CC=CC=C12 ((S)-1,2,3,4-tetrahydro-isoquinoline-1-carboxylic acid (2-chloro-6-fluoro-phenyl)-amide trifluoroacetate). As a reaction SMILES: C(OC([N:8]1[CH2:17][CH2:16][C:15]2[C:10](=[CH:11][CH:12]=[CH:13][CH:14]=2)[C@H:9]1[C:18](=[O:28])[NH:19][C:20]1[C:25]([F:26])=[CH:24][CH:23]=[CH:22][C:21]=1[Cl:27])=O)(C)(C)C.[C:29]([OH:35])([C:31]([F:34])([F:33])[F:32])=[O:30]>C(Cl)Cl>[F:32][C:31]([F:34])([F:33])[C:29]([OH:35])=[O:30].[Cl:27][C:21]1[CH:22]=[CH:23][CH:24]=[C:25]([F:26])[C:20]=1[NH:19][C:18]([C@@H:9]1[C:10]2[C:15](=[CH:14][CH:13]=[CH:12][CH:11]=2)[CH2:16][CH2:17][NH:8]1)=[O:28] |f:3.4|. Procedure details: To a solution of (S)-1-(2-chloro-6-fluoro-phenylcarbamoyl)-3,4-dihydro-1H-isoquinoline-2-carboxylic acid tert-butyl ester (78 mg, 193 μmol, Eq: 1.00) in CH2Cl2 (6 mL) was added TFA (2 mL) dropwise. The reaction was stirred at RT for 1 h. The mixture was evaporated to afford (S)-1,2,3,4-tetrahydro-isoquinoline-1-carboxylic acid (2-chloro-6-fluoro-phenyl)-amide trifluoroacetate which was used without further purification. The reactants are C1(CC1)N1C=C(C(C2=CC(=C(C(=C12)F)F)F)=O)C(=O)O (1-cyclopropyl-6,7,8-trifluoro-1,4-dihydro-4-oxoquinoline-3-carboxylic acid), Br.C(C1=CC=CC=C1)N1CC=2CNCC2CC1 (3-benzyl-3,8-diazabicyclo[4.3.0]non-1(6)-ene hydrobromide), N12CCCCCC2=NCCC1 (1,8-diazabicyclo[5.4.0]undec-7-ene). Run in C(C)#N (acetonitrile). Run at time 8 hour. The product is C1(CC1)N1C=C(C(C2=CC(=C(C(=C12)F)N1CC=2CCNCC2C1)F)=O)C(=O)O (1-cyclopropyl-6,8-difluoro-7-{3,8-diazabicyclo[4.3.0]non-1(6)-en-8-yl}-1,4-dihydro-4-oxoquinoline-3-carboxylic acid). The yield is 60.9%. RXN SMILES: [CH:1]1([N:4]2[C:13]3[C:8](=[CH:9][C:10]([F:16])=[C:11](F)[C:12]=3[F:14])[C:7](=[O:17])[C:6]([C:18]([OH:20])=[O:19])=[CH:5]2)[CH2:3][CH2:2]1.Br.C([N:29]1[CH2:37][CH2:36][C:35]2[CH2:34][NH:33][CH2:32][C:31]=2[CH2:30]1)C1C=CC=CC=1.N12CCCN=C1CCCCC2>C(#N)C>[CH:1]1([N:4]2[C:13]3[C:8](=[CH:9][C:10]([F:16])=[C:11]([N:33]4[CH2:32][C:31]5[CH2:30][NH:29][CH2:37][CH2:36][C:35]=5[CH2:34]4)[C:12]=3[F:14])[C:7](=[O:17])[C:6]([C:18]([OH:20])=[O:19])=[CH:5]2)[CH2:2][CH2:3]1 |f:1.2|. Reported procedure: 0.3 g of 1-cyclopropyl-6,7,8-trifluoro-1,4-dihydro-4-oxoquinoline-3-carboxylic acid and 0.6 g of 3-benzyl-3,8-diazabicyclo[4.3.0]non-1(6)-ene hydrobromide were suspended in 30 ml of acetonitrile. 0.6 ml of 1,8-diazabicyclo[5.4.0]undec-7-ene (DBU) was added to the suspension. The reaction mixture was refluxed for 5 hours and then kept overnight at room temperature. The produced precipitate was filtered and dissolved in 30 ml of 5% acetic acid in ethanol. After adding 0.5 g of 10% Palladium charco... Reactants: ClC1=C(C=C(C=C1)OC)OC (1-chloro-2,4-dimethoxybenzene), C(CC)(=O)Cl (propionyl chloride), Cl (HCl). The reagents and catalysts are Cl[Ti](Cl)(Cl)Cl (TiCl4). The solvent is C(Cl)(Cl)(Cl)Cl (CCl4), C(Cl)(Cl)(Cl)Cl (CCl4). Conditions: temperature 0 celsius, time 2 hour. The product is ClC=1C(=CC(=C(C1)C(CC)=O)OC)OC (1-(5-Chloro-2,4-dimethoxyphenyl)-1-propanone). The yield is 42.8%. RXN SMILES: [Cl:1][C:2]1[CH:7]=[CH:6][C:5]([O:8][CH3:9])=[CH:4][C:3]=1[O:10][CH3:11].[C:12](Cl)(=[O:15])[CH2:13][CH3:14].Cl>C(Cl)(Cl)(Cl)Cl.Cl[Ti](Cl)(Cl)Cl>[Cl:1][C:2]1[C:3]([O:10][CH3:11])=[CH:4][C:5]([O:8][CH3:9])=[C:6]([C:12](=[O:15])[CH2:13][CH3:14])[CH:7]=1. Reported procedure: A mixture of 2.01 g of 1-chloro-2,4-dimethoxybenzene and 1.08 g of propionyl chloride in 20 ml of CCl4 is cooled to 0° C., and a solution of 1.3 ml of TiCl4 in 7 ml of CCl4 is added dropwise. The reaction mixture is left stirring for 2 hours while the temperature is allowed to rise to r.t. It is poured into a mixture of concentrated HCl and ice, the resulting mixture is extracted with DCM, the organic phase is dried over magnesium sulphate and the solvents are evaporated off under vacuum. The re...